This data is from the Open Reaction Database (ORD), a public repository of structured organic reaction records. The task is: describe an organic reaction: reactants, conditions, products, and yield The reactants are COC(=O)c1cc2cccc(CBr)c2o1, CS(C)=O, N#C[Na]. The product is COC(=O)c1cc2cccc(CC#N)c2o1. Reaction SMILES: [Br:1][CH2:2][c:3]1[cH:4][cH:5][cH:6][c:7]2[cH:8][c:9]([C:12](=[O:13])[O:14][CH3:15])[o:10][c:11]12.[CH3:19][S:20](=[O:21])[CH3:22].[Na:16][C:17]#[N:18]>>[CH2:2]([c:3]1[cH:4][cH:5][cH:6][c:7]2[cH:8][c:9]([C:12](=[O:13])[O:14][CH3:15])[o:10][c:11]12)[C:17]#[N:18]. The reactants are O1CCCC1 (tetrahydrofuran), NC1=NC(=CC(=C1CO)C1CN(CCC1)C(=O)OC(C)(C)C)C1=C(C=CC=C1OCC1=CC=C(C=C1)OC)OCC1CC1 (tert-butyl 3-[2-amino-6-{2-(cyclopropylmethoxy)-6-[(4-methoxybenzyl)oxy]phenyl}-3-(hydroxymethyl)-4-pyridinyl]-1-piperidinecarboxylate). Yields the product C(C)(C)N(CC)C(C)C (diisopropylethyl amine). As a reaction SMILES: N[C:2]1[C:7](CO)=C(C2CCCN(C(OC(C)(C)C)=O)C2)[CH:5]=[C:4]([C:23]2C(OCC3C=CC(OC)=CC=3)=CC=CC=2OCC2CC2)[N:3]=1.O1[CH2:48][CH2:47][CH2:46]C1>>[CH:47]([N:3]([CH:4]([CH3:23])[CH3:5])[CH2:2][CH3:7])([CH3:48])[CH3:46]. Reported procedure: To a cooled (0° C.) solution of tert-butyl 3-[2-amino-6-{2-(cyclopropylmethoxy)-6-[(4-methoxybenzyl)oxy]phenyl}-3-(hydroxymethyl)-4-pyridinyl]-1-piperidinecarboxylate (5.0 g, 8.478 mmol), which was obtained in the step (2) of Example 17-1, and diisopropylethyl amine (4.12 mL, 25.435 mmol) in tetrahydrofuran (200 mL) under argon atmosphere was added dropwise to a solution of triphosgene (1.258 g, 4.239 mmol) in tetrahydrofuran (100 mL). The mixture was allowed to warm to room temperature, and the... Reactants: C(C)(C)(C)C=1C(=NN2C1N=CC=C2)N (3-tert-butylpyrazolo[1,5-a]pyrimidin-2-amine), C(C=CC1=CC=CC=C1)(=O)Cl (cinnamoyl chloride). Yields the product C(C)(C)(C)C=1C(=NN2C1N=CC=C2)NC(\C=C\C2=CC=CC=C2)=O ((2E)-N-(3-tert-butylpyrazolo[1,5-a]pyrimidin-2-yl)-3-phenylacrylamide). Reaction SMILES: [C:1]([C:5]1[C:6]([NH2:14])=[N:7][N:8]2[CH:13]=[CH:12][CH:11]=[N:10][C:9]=12)([CH3:4])([CH3:3])[CH3:2].[C:15](Cl)(=[O:24])[CH:16]=[CH:17][C:18]1[CH:23]=[CH:22][CH:21]=[CH:20][CH:19]=1>>[C:1]([C:5]1[C:6]([NH:14][C:15](=[O:24])/[CH:16]=[CH:17]/[C:18]2[CH:23]=[CH:22][CH:21]=[CH:20][CH:19]=2)=[N:7][N:8]2[CH:13]=[CH:12][CH:11]=[N:10][C:9]=12)([CH3:4])([CH3:2])[CH3:3]. Reported procedure: The product from Example 105B and cinnamoyl chloride were processed using the method analogous to that described in Example 105C to afford the title compound. 1H NMR (300 MHz, DMSO-d6) δ ppm 1.47 (s, 9H), 6.84 (d, J=14.9 Hz, 1H), 7.02 (dd, J=7.1, 4.1 Hz, 1H), 7.38-7.48 (m, 3H), 7.57-7.64 (m, 3H), 8.51 (dd, J=4.1, 1.7 Hz, 1H), 8.95 (dd, J=7.0, 1.9 Hz, 1H), 9.98 (s, 1H); MS (DCI) m/z 321 (M+H)+; EA calculated for C19H20N4O: C, 71.23; H, 6.29; N, 17.49. Found: C, 70.95; H, 6.06; N, 17.36. The reactants are C(C)(=O)O[C@@H]1[C@H](O[C@H]([C@@H]1OC(C)=O)N1C2=NC(=NC(=C2N=C1)NCC1=CC=CC2=CC=CC=C12)C#N)COC(C)=O ((2R,3R,4R,5R)-4-(acetyloxy)-2-[(acetyloxy)methyl]-5-{2-cyano-6-[(1-naphthylmethyl)amino]-9H-purin-9-yl}tetrahydro-3-furanyl acetate), N (ammonia). Solvent: C(C)O (ethanol). Conditions: time 4 day. Yields the product O[C@H]1[C@@H](O[C@@H]([C@H]1O)CO)N1C2=NC(=NC(=C2N=C1)NCC1=CC=CC2=CC=CC=C12)C#N (9-[(2R,3R,4S,5R)-3,4-Dihydroxy-5-(hydroxymethyl)tetrahydro-2-furanyl]-6-[(1-naphthylmethyl)amino]-9H-purine-2-carbonitrile). Isolated yield 88.5%. Reaction SMILES: C([O:4][C@H:5]1[C@@H:9]([O:10]C(=O)C)[C@H:8]([N:14]2[CH:22]=[N:21][C:20]3[C:15]2=[N:16][C:17]([C:35]#[N:36])=[N:18][C:19]=3[NH:23][CH2:24][C:25]2[C:34]3[C:29](=[CH:30][CH:31]=[CH:32][CH:33]=3)[CH:28]=[CH:27][CH:26]=2)[O:7][C@@H:6]1[CH2:37][O:38]C(=O)C)(=O)C.N>C(O)C>[OH:10][C@@H:9]1[C@H:5]([OH:4])[C@@H:6]([CH2:37][OH:38])[O:7][C@H:8]1[N:14]1[CH:22]=[N:21][C:20]2[C:15]1=[N:16][C:17]([C:35]#[N:36])=[N:18][C:19]=2[NH:23][CH2:24][C:25]1[C:34]2[C:29](=[CH:30][CH:31]=[CH:32][CH:33]=2)[CH:28]=[CH:27][CH:26]=1. Reported procedure: A solution of (2R,3R,4R,5R)-4-(acetyloxy)-2-[(acetyloxy)methyl]-5-{2-cyano-6-[(1-naphthylmethyl)amino]-9H-purin-9-yl}tetrahydro-3-furanyl acetate (3.5 g, 6.27 mmol) (Preparation 13) in ethanol (120 ml) was saturated with ammonia gas and stirred at room temperature for 4 days. The solvent was removed under reduced pressure and the residue was triturated with water (100 mls), filtered and dried to afford the title compound as a solid (2.4 g). Reactants: ClC1=NC2=CC=CC=C2C=C1 (2-chloroquinoline), C(CCC)[Li] (n-butyllithium), CCCCCC (hexane), C(C)(C)NC(C)C (diisopropylamine), C(C1=CC=CC=C1)N1CCC(CC1)=O (1-benzyl-4-piperdinone). Run in O1CCCC1 (tetrahydrofuran), O1CCCC1 (tetrahydrofuran). Conditions: temperature -78 celsius, time 1 hour. The product is C(C1=CC=CC=C1)N1CCC(CC1)(O)C=1C(=NC2=CC=CC=C2C1)Cl (3-(1-Benzyl-4-hydroxypiperidin-4-yl)-2-chloroquinoline). RXN SMILES: C([Li])CCC.CCCCCC.C(NC(C)C)(C)C.[Cl:19][C:20]1[CH:29]=[CH:28][C:27]2[C:22](=[CH:23][CH:24]=[CH:25][CH:26]=2)[N:21]=1.[CH2:30]([N:37]1[CH2:42][CH2:41][C:40](=[O:43])[CH2:39][CH2:38]1)[C:31]1[CH:36]=[CH:35][CH:34]=[CH:33][CH:32]=1>O1CCCC1>[CH2:30]([N:37]1[CH2:42][CH2:41][C:40]([C:29]2[C:20]([Cl:19])=[N:21][C:22]3[C:27]([CH:28]=2)=[CH:26][CH:25]=[CH:24][CH:23]=3)([OH:43])[CH2:39][CH2:38]1)[C:31]1[CH:32]=[CH:33][CH:34]=[CH:35][CH:36]=1. Procedure details: A solution of n-butyllithium in hexane (1.6 M, 38.2 mL, 61.1 mmol) was added to a solution of diisopropylamine (8.6 mL, 61.1 mmol) in tetrahydrofuran (140 mL) at −78° C. under argon. After 1 h, a solution of 2-chloroquinoline (10.00 g, 61.1 mol) in tetrahydrofuran (30 mL) was added via syringe. After 1 h, a solution of 1-benzyl-4-piperdinone (11.3 mL, 61.1 mmol) was added, and the reaction stirred for an additional 40 min at −78° C., then allowed to warn to room temperature. The reaction was coo... Starting materials: C1(OC(CC2=CC=CC=C12)=O)=O (isochroman-1,3-dione), NCCCN(CCCN)C (N,N-bis-(3-amino-propyl)-methylamine). The product is O=C1N(C(CC2=CC=CC=C12)=O)CCCN(CCCN1C(C2=CC=CC=C2CC1=O)=O)C (N,N-Bis-[3-(3,4-dihydro-1,3-dioxo-2-(1H)-isoquinolyl)-propyl]-methylamine). As a reaction SMILES: [C:1]1(=[O:12])[C:10]2[C:5](=[CH:6][CH:7]=[CH:8][CH:9]=2)[CH2:4][C:3](=[O:11])O1.[NH2:13][CH2:14][CH2:15][CH2:16][N:17]([CH3:22])[CH2:18][CH2:19][CH2:20][NH2:21]>>[O:12]=[C:1]1[C:10]2[C:5](=[CH:6][CH:7]=[CH:8][CH:9]=2)[CH2:4][C:3](=[O:11])[N:13]1[CH2:14][CH2:15][CH2:16][N:17]([CH3:22])[CH2:18][CH2:19][CH2:20][N:21]1[C:3](=[O:11])[CH2:4][C:5]2[C:10](=[CH:9][CH:8]=[CH:7][CH:6]=2)[C:1]1=[O:12]. Procedure: N,N-Bis-[3-(3,4-dihydro-1,3-dioxo-2-(1H)-isoquinolyl)-propyl]-methylamine was prepared analogous to Example 30 from 15 gm of isochroman-1,3-dione and N,N-bis-(3-amino-propyl)-methylamine. The hydrochloride was precipitated from acetone with ethereal hydrochloric acid and recrystallized from ethanol. M.p. of the hydrochloride: 202° -205° C; yield: 13.8 gm (32% of theory). Reactants: IC1=CN=CN1C1C(OC(C2=CC=CC=C12)=O)(C)C (4-(5-iodo-imidazol-1-yl)-3,3-dimethyl-isochroman-1-one), C(CCC)[Sn](C(=C)C)(CCCC)CCCC (Tributylisopropenyltin). Reagents/catalysts: C=1C=CC(=CC1)/C=C/C(=O)/C=C/C2=CC=CC=C2.C=1C=CC(=CC1)/C=C/C(=O)/C=C/C2=CC=CC=C2.C=1C=CC(=CC1)/C=C/C(=O)/C=C/C2=CC=CC=C2.[Pd].[Pd] (tris(dibenzylideneacetone)dipalladium). The solvent is CN1CCCC1=O (NMP). Run at temperature 90 celsius. Yields the product C(=C)(C)C1=CN=CN1C1C(OC(C2=CC=CC=C12)=O)(C)C (4-(5-isopropenyl-imidazol-1-yl)-3,3-dimethyl-isochroman-1-one). As a reaction SMILES: I[C:2]1[N:6]([CH:7]2[C:16]3[C:11](=[CH:12][CH:13]=[CH:14][CH:15]=3)[C:10](=[O:17])[O:9][C:8]2([CH3:19])[CH3:18])[CH:5]=[N:4][CH:3]=1.[CH2:20]([Sn](CCCC)(CCCC)C(C)=C)[CH2:21][CH2:22]C>CN1C(=O)CCC1.C1C=CC(/C=C/C(/C=C/C2C=CC=CC=2)=O)=CC=1.C1C=CC(/C=C/C(/C=C/C2C=CC=CC=2)=O)=CC=1.C1C=CC(/C=C/C(/C=C/C2C=CC=CC=2)=O)=CC=1.[Pd].[Pd]>[C:21]([C:2]1[N:6]([CH:7]2[C:16]3[C:11](=[CH:12][CH:13]=[CH:14][CH:15]=3)[C:10](=[O:17])[O:9][C:8]2([CH3:19])[CH3:18])[CH:5]=[N:4][CH:3]=1)([CH3:22])=[CH2:20] |f:3.4.5.6.7|. Reported procedure: To a solution of 4-(5-iodo-imidazol-1-yl)-3,3-dimethyl-isochroman-1-one (0.700 g, 1.90 mmol) (Example 2b) in NMP (5 mL) is added tris(dibenzylideneacetone)dipalladium (0.196 g, 0.19 mmol) and trifuryl-2-yl-phospane (0.066 g, 0.285 mmol). Tributylisopropenyltin (1.25 g, 3.80 mmol) is added to the reaction mixture and it is heated to 90° C. for 24 h. The mixture is then allowed to cooled to room temperature, washed with water and extracted with ethyl acetate. The organic phase is dried over Na2SO4... As a reaction SMILES: [C:1]1([N:7]2[C:15]3[C:10](=[CH:11][CH:12]=[CH:13][CH:14]=3)[C:9](N3CCNCC3)=[N:8]2)[CH:6]=[CH:5][CH:4]=[CH:3][CH:2]=1.C(=O)([O-])[O-].[K+].[K+].ClCP(=O)(C)C.O>CN(C)C=O>[C:1]1([N:7]2[C:15]3[C:10](=[CH:11][CH:12]=[CH:13][CH:14]=3)[CH:9]=[N:8]2)[CH:2]=[CH:3][CH:4]=[CH:5][CH:6]=1 |f:1.2.3|. Reactants: ClCP(C)(C)=O (chloromethyldimethylphosphine oxide), C1(=CC=CC=C1)N1N=C(C2=CC=CC=C12)N1CCNCC1 (1-phenyl-3-(1-piperazinyl)-1H-indazole), C([O-])([O-])=O.[K+].[K+] (potassium carbonate), ClCP(C)(C)=O (chloromethyldimethylphosphine oxide), O (water). The product is C1(=CC=CC=C1)N1N=CC2=CC=CC=C12 (1-phenyl-1H-indazole). Run at temperature 90 celsius. Procedure: A stirred mixture of 4.3 g of 1-phenyl-3-(1-piperazinyl)-1H-indazole (prepared as in Example 2), 2.3 g of potassium carbonate, and 2.3 g of chloromethyldimethylphosphine oxide in 75 ml of dimethylformamide was heated at 90°, under nitrogen, for 16 hrs. Additional chloromethyldimethylphosphine oxide (0.6 g) was added, and the reaction mixture heated at 90° C. for 24 hrs. The reaction mixture was poured into water and the aqueous solution extracted with ethyl acetate. The extract was washed with b... The solvent is CN(C=O)C (dimethylformamide). Starting materials: COC(=O)C1(CC2=CC=CC=C2C1)NC(C1=CC(=C(C=C1)OC)OCCC1=CC(=CC=C1)CCO)=O (2-(3-{2-[3-(2-hydroxy-ethyl)-phenyl]-ethoxy}-4-methoxy-benzoylamino)-indane-2-carboxylic acid methyl ester), C1(=CC=CC=C1)P(C1=CC=CC=C1)C1=CC=CC=C1 (triphenylphosphine), C1(=CC=CC=C1)P(=O)(C1=CC=CC=C1)N=[N+]=[N-] (Diphenylphosphoryl azide), CC(C)OC(=O)/N=N/C(=O)OC(C)C (DIAD). Solvent: C1CCOC1 (THF). Run at time 2 hour. Yields the product COC(=O)C1(CC2=CC=CC=C2C1)NC(C1=CC(=C(C=C1)OC)OCCC1=CC(=CC=C1)CCN=[N+]=[N-])=O (2-(3-{2-[3-(2-Azido-ethyl)-phenyl]-ethoxy}-4-methoxy-benzoylamino)-indane-2-carboxylic acid methyl ester). Yield: 59.6%. Reaction SMILES: [CH3:1][O:2][C:3]([C:5]1([NH:14][C:15](=[O:36])[C:16]2[CH:21]=[CH:20][C:19]([O:22][CH3:23])=[C:18]([O:24][CH2:25][CH2:26][C:27]3[CH:32]=[CH:31][CH:30]=[C:29]([CH2:33][CH2:34]O)[CH:28]=3)[CH:17]=2)[CH2:13][C:12]2[C:7](=[CH:8][CH:9]=[CH:10][CH:11]=2)[CH2:6]1)=[O:4].C1(P(C2C=CC=CC=2)C2C=CC=CC=2)C=CC=CC=1.C1(P([N:70]=[N+:71]=[N-:72])(C2C=CC=CC=2)=O)C=CC=CC=1.CC(OC(/N=N/C(OC(C)C)=O)=O)C>C1COCC1>[CH3:1][O:2][C:3]([C:5]1([NH:14][C:15](=[O:36])[C:16]2[CH:21]=[CH:20][C:19]([O:22][CH3:23])=[C:18]([O:24][CH2:25][CH2:26][C:27]3[CH:32]=[CH:31][CH:30]=[C:29]([CH2:33][CH2:34][N:70]=[N+:71]=[N-:72])[CH:28]=3)[CH:17]=2)[CH2:13][C:12]2[C:7](=[CH:8][CH:9]=[CH:10][CH:11]=2)[CH2:6]1)=[O:4]. Procedure details: 300 mg (0.613 mmol) of 2-(3-{2-[3-(2-hydroxy-ethyl)-phenyl]-ethoxy}-4-methoxy-benzoylamino)-indane-2-carboxylic acid methyl ester (methyl ester intermediate of example 27) and triphenylphosphine (0.241 g, 0.920 mmol) were dissolved in THF (5 ml) and cooled in an ice bath. Diphenylphosphoryl azide (0.258 g, 0.920 mmol) and DIAD (0.198 g, 0.920 mmol) were added sequentially, the ice bath was removed and the mixture was stirred for 2 h at room temperature. The mixture was evaporated to dryness and ...